This data is from the Open Reaction Database (ORD), a public repository of structured organic reaction records. The task is: describe an organic reaction: reactants, conditions, products, and yield The reactants are Formula XVIII, BrC=1C(=C(C=CC1)O)OC (3-bromo-2-methoxyphenol), BrCC(=O)OC (methyl bromoacetate). Product: COC(COC1=C(C(=CC=C1)Br)OC)=O (3-bromo-2-methoxyphenoxyacetic acid methyl ester). Reported procedure: The compound of Formula XVIII wherein s is zero can also be prepared by treating 3-bromo-2-methoxyphenol with methyl bromoacetate to give 3-bromo-2-methoxyphenoxyacetic acid methyl ester which is reduced to the alcohol using, e.g., diisobutylaluminum hydride with subsequent protection of the alcohol with an R12 protecting group as generally described hereinbefore. RXN SMILES: [Br:1][C:2]1[C:3]([O:9][CH3:10])=[C:4]([OH:8])[CH:5]=[CH:6][CH:7]=1.Br[CH2:12][C:13]([O:15][CH3:16])=[O:14]>>[CH3:16][O:15][C:13](=[O:14])[CH2:12][O:8][C:4]1[CH:5]=[CH:6][CH:7]=[C:2]([Br:1])[C:3]=1[O:9][CH3:10]. Starting materials: C(=O)([O-])[O-].[Cs+].[Cs+] (Cs2CO3), BrC=1C(=NC=CC1)C#N (3-bromopyridine-2-carbonitrile), N1CCCC2=CC=CC=C12 (1,2,3,4-tetrahydroquinoline), C1(=CC=CC=C1)P(C1=CC=CC=2C(C3=CC=CC(=C3OC12)P(C1=CC=CC=C1)C1=CC=CC=C1)(C)C)C1=CC=CC=C1 (4,5-bis-(diphenylphosphanyl)-9,9-dimethyl-9H-xanthene), N#N (N2), BrC=1C(=NC=CC1)C#N (3-bromo-2-cyanopyridine). The solvent is C1(=CC=CC=C1)C (toluene). Conditions: temperature 120 celsius, time 5 minute. Yields the product N1(CCCC2=CC=CC=C12)C=1C(=NC=CC1)C#N (3-(3,4-dihydro-2H-quinoline-1-yl)pyridine-2-carbonitrile). As a reaction SMILES: N#N.C([O-])([O-])=O.[Cs+].[Cs+].Br[C:10]1[C:11]([C:16]#[N:17])=[N:12][CH:13]=[CH:14][CH:15]=1.[NH:18]1[C:27]2[C:22](=[CH:23][CH:24]=[CH:25][CH:26]=2)[CH2:21][CH2:20][CH2:19]1.C1(P(C2C=CC=CC=2)C2C3OC4C(=CC=CC=4P(C4C=CC=CC=4)C4C=CC=CC=4)C(C)(C)C=3C=CC=2)C=CC=CC=1>C1(C)C=CC=CC=1>[N:18]1([C:10]2[C:11]([C:16]#[N:17])=[N:12][CH:13]=[CH:14][CH:15]=2)[C:27]2[C:22](=[CH:23][CH:24]=[CH:25][CH:26]=2)[CH2:21][CH2:20][CH2:19]1 |f:1.2.3|. Procedure details: A 250 mL round bottom flask was fitted with a magnetic stirrer and a reflux condenser (with a septum and N2 inlet on top). Cs2CO3 (13.04 g, 40 mmol), 3-bromopyridine-2-carbonitrile (2.66 g, 20 mmol), toluene (100 mL), 1,2,3,4-tetrahydroquinoline (2.76 mL, 22 mmol), and 4,5-bis-(diphenylphosphanyl)-9,9-dimethyl-9H-xanthene (174 mg, 1.5% mol) were added in sequence. The mixture was degassed at room temperature by bubbling N2 through the suspension with stirring for 5 minutes. Pd2(dba)3 (90 mg, 0.5... The reactants are OC1=C(C=C(C=C1)OC)B(O)O (2-hydroxy-5-methoxyphenylboronic acid), BrC1(C=CC=C(N1)C1=NC=CC=C1)Br (6,6-dibromo-2,2′-bipyridyl), C([O-])([O-])=O.[Na+].[Na+] (sodium carbonate). Reagents/catalysts: [Pd].C1(=CC=CC=C1)P(C1=CC=CC=C1)C1=CC=CC=C1.C1(=CC=CC=C1)P(C1=CC=CC=C1)C1=CC=CC=C1.C1(=CC=CC=C1)P(C1=CC=CC=C1)C1=CC=CC=C1.C1(=CC=CC=C1)P(C1=CC=CC=C1)C1=CC=CC=C1 (tetrakis(triphenylphosphine) palladium). The solvent is COCCOC (ethylene glycol dimethyl ether). The product is OC1=C(C=C(C=C1)OC)C1=CC=CC(=N1)C1=NC(=CC=C1)C1=C(C=CC(=C1)OC)O (6,6′-Bis(2-hydroxy-5-methoxyphenyl)-2,2′-bipyridine). The yield is 44.0%. RXN SMILES: [OH:1][C:2]1[CH:7]=[CH:6][C:5]([O:8][CH3:9])=[CH:4][C:3]=1B(O)O.Br[C:14]1(Br)[NH:19][C:18]([C:20]2[CH:25]=[CH:24][CH:23]=[CH:22][N:21]=2)=[CH:17][CH:16]=[CH:15]1.[C:27](=[O:30])([O-])[O-].[Na+].[Na+]>COCCOC.[Pd].C1(P(C2C=CC=CC=2)C2C=CC=CC=2)C=CC=CC=1.C1(P(C2C=CC=CC=2)C2C=CC=CC=2)C=CC=CC=1.C1(P(C2C=CC=CC=2)C2C=CC=CC=2)C=CC=CC=1.C1(P(C2C=CC=CC=2)C2C=CC=CC=2)C=CC=CC=1>[OH:1][C:2]1[CH:7]=[CH:6][C:5]([O:8][CH3:9])=[CH:4][C:3]=1[C:22]1[N:21]=[C:20]([C:18]2[CH:17]=[CH:16][CH:15]=[C:14]([C:7]3[CH:6]=[C:5]([O:8][CH3:9])[CH:4]=[CH:3][C:27]=3[OH:30])[N:19]=2)[CH:25]=[CH:24][CH:23]=1 |f:2.3.4,6.7.8.9.10|. Procedure details: 6,6′-Bis(2-hydroxy-5-methoxyphenyl)-2,2′-bipyridine was prepared by reaction of 2-hydroxy-5-methoxyphenylboronic acid (650 mg, 3.87 mmol) with 6,6-dibromo-2,2′-bipyridyl (520 mg, 1.64 mmol), sodium carbonate (2N solution, 4 ml) and tetrakis(triphenylphosphine) palladium (40 mg) in ethylene glycol dimethyl ether (16 ml) at reflux under nitrogen for 11 hours. The solid was filtered from the cooled reaction and washed with ether and water. The residue was dissolved in toluene and filtered through a... Reactants: FC1=CC=C(C=C1)C=1OC=C(N1)C(CN)(C)C (2-(2-(4-fluorophenyl)oxazol-4-yl)-2-methylpropan-1-amine), FC(C(=O)C1=CC=C(S1)C=1C=C(C(=O)O)C=CC1)F (3-(5-(2,2-difluoroacetyl)thiophen-2-yl)benzoic acid). Yields the product FC(C(=O)C1=CC=C(S1)C=1C=C(C(=O)NCC(C)(C)C=2N=C(OC2)C2=CC=C(C=C2)F)C=CC1)F (3-(5-(2,2-Difluoroacetyl)thiophen-2-yl)-N-(2-(2-(4-fluorophenyl)oxazol-4-yl)-2-methylpropyl)benzamide). Yield: 34.0%. RXN SMILES: [F:1][C:2]1[CH:7]=[CH:6][C:5]([C:8]2[O:9][CH:10]=[C:11]([C:13]([CH3:17])([CH3:16])[CH2:14][NH2:15])[N:12]=2)=[CH:4][CH:3]=1.[F:18][CH:19]([F:36])[C:20]([C:22]1[S:26][C:25]([C:27]2[CH:28]=[C:29]([CH:33]=[CH:34][CH:35]=2)[C:30](O)=[O:31])=[CH:24][CH:23]=1)=[O:21]>>[F:36][CH:19]([F:18])[C:20]([C:22]1[S:26][C:25]([C:27]2[CH:28]=[C:29]([CH:33]=[CH:34][CH:35]=2)[C:30]([NH:15][CH2:14][C:13]([C:11]2[N:12]=[C:8]([C:5]3[CH:4]=[CH:3][C:2]([F:1])=[CH:7][CH:6]=3)[O:9][CH:10]=2)([CH3:17])[CH3:16])=[O:31])=[CH:24][CH:23]=1)=[O:21]. Procedure: This compound was synthesized from 2-(2-(4-fluorophenyl)oxazol-4-yl)-2-methylpropan-1-amine and 3-(5-(2,2-difluoroacetyl)thiophen-2-yl)benzoic acid as described in example 8 step 6 (60 mg, yield 34%). 1H NMR (400 MHz, DMSO-d6) δ 8.51-8.48 (t, J=6.2 Hz, 1H), 8.19-8.15 (m, 2H), 8.02-7.97 (m, 3H), 7.90-7.88 (m, 1H), 7.84-7.83 (d, J=4.3 Hz, 1H), 7.61-7.57 (t, J=7.8 Hz, 1H), 7.35-7.31 (t, J=8.8 Hz, 2H), 7.16-6.90 (m, 1H), 3.52-3.50 (d, J=6.4 Hz, 2H), 1.29 (s, 6H). MS (ESI) m/z: Calculated for C26H21F... The reactants are C1=CC=C(C2=C1SCCCO2)C(=O)N (7,8-dihydro-6H-5-oxa-9-thia-benzocycloheptene-4-carboxylic acid amide), [Cl-].[Al+3].[Cl-].[Cl-] (aluminum chloride), C(C)(=O)Cl (acetyl chloride), C(C)(=O)OCC (ethyl acetate). Run in ClCCl (dichloromethane), ClCCl (dichloromethane). Reaction conditions: temperature 0 celsius, time 10 minute. Yields the product C(C)(=O)C=1C=C(C(=C(C(=O)N)C1)O)SCCCCl (5-Acetyl-3-(3-chloro-propylsulfanyl)-2-hydroxy-benzamide). The yield is 43.8%. Reaction SMILES: [Cl-:1].[Al+3].[Cl-].[Cl-].[CH:5]1[C:10]2[S:11][CH2:12][CH2:13][CH2:14][O:15][C:9]=2[C:8]([C:16]([NH2:18])=[O:17])=[CH:7][CH:6]=1.[C:19](Cl)(=[O:21])[CH3:20].C(OCC)(=O)C>ClCCl>[C:19]([C:6]1[CH:5]=[C:10]([S:11][CH2:12][CH2:13][CH2:14][Cl:1])[C:9]([OH:15])=[C:8]([CH:7]=1)[C:16]([NH2:18])=[O:17])(=[O:21])[CH3:20] |f:0.1.2.3|. Procedure details: Solid aluminum chloride (9.0g, 67.7 mmol) was suspended in 20 mL of dry dichloromethane at 0° C. The 7,8-dihydro-6H-5-oxa-9-thia-benzocycloheptene-4-carboxylic acid amide (2.7 g, 12.7 mmol) was added as a solution in 20 mL dichloromethane. The deep green solution was stirred at 0° C. for 10 min, then neat acetyl chloride (10 mL, 140.6 mmol) was added dropwise with stirring. The suspension was stirred at 0° C. for 20 min, then at rt for 30 h. The reaction was quenched with 4 N HCl and extracted r... Reactants: C(=O)C1=CC=C2C=CC(=NC2=N1)NC(C1=CC=C(C=C1)OC)=O (N-(7-formyl-1,8-naphthyridin-2-yl)-4-methoxybenzamide), [BH4-].[Na+] (sodium borohydride). Run in CO (methanol). Run at temperature 20 celsius, time 1 hour. Product: OCC1=CC=C2C=CC(=NC2=N1)NC(C1=CC=C(C=C1)OC)=O (N-(7-Hydroxymethyl-1,8-naphthyridin-2-yl)-4-methoxybenzamide). Isolated yield 65.7%. Reaction SMILES: [CH:1]([C:3]1[N:12]=[C:11]2[C:6]([CH:7]=[CH:8][C:9]([NH:13][C:14](=[O:23])[C:15]3[CH:20]=[CH:19][C:18]([O:21][CH3:22])=[CH:17][CH:16]=3)=[N:10]2)=[CH:5][CH:4]=1)=[O:2].[BH4-].[Na+]>CO>[OH:2][CH2:1][C:3]1[N:12]=[C:11]2[C:6]([CH:7]=[CH:8][C:9]([NH:13][C:14](=[O:23])[C:15]3[CH:20]=[CH:19][C:18]([O:21][CH3:22])=[CH:17][CH:16]=3)=[N:10]2)=[CH:5][CH:4]=1 |f:1.2|. Procedure: To a solution of N-(7-formyl-1,8-naphthyridin-2-yl)-4-methoxybenzamide (6.65 g) in methanol (150 cc), sodium borohydride (0.41 g) is added during 15 minutes at 20° C., and the mixture is left stirred for 1 hour at 20° C. until the evolution of gas has ceased. The suspension produced is poured into distilled water (800 cc) which is acidified to pH 4 with acetic acid. The solid obtained by filtration and drying (6.15 g; m.p. 212° C.) is dissolved in boiling dioxane (180 cc). After the mixture has ... Run in C(C)O (ethanol). Reaction conditions: temperature 90 celsius, time 1 hour. Procedure details: To a mixture of 6-(4-fluorophenyl)-3-methyl-4,5,6,7-tetrahydrobenzofuran-4-one (0.12 g) and aminoguanidine hydrochloride (59 mg) were added ethanol (10 ml) and 6N hydrochloric acid (0.046 ml), and the mixture was stirred at 90° C. for 1 hour and cooled. The reaction solution was concentrated under reduced pressure, and the residue was washed with ethanol and isopropylether, and dried to give (E)-6-(4-fluorophenyl)-4-guanidinoimino-3-methyl-4,5,6,7-tetrahydrobenzofuran hydrochloride (Compound 34)... The reactants are Cl (hydrochloric acid), FC1=CC=C(C=C1)C1CC2=C(C(=CO2)C)C(C1)=O (6-(4-fluorophenyl)-3-methyl-4,5,6,7-tetrahydrobenzofuran-4-one), C(=N)(N)NN.Cl (aminoguanidine hydrochloride). Product: Cl.FC1=CC=C(C=C1)C1CC2=C(C(=CO2)C)/C(/C1)=N/NC(=N)N ((E)-6-(4-fluorophenyl)-4-guanidinoimino-3-methyl-4,5,6,7-tetrahydrobenzofuran hydrochloride). The yield is 72.5%. Reaction SMILES: [F:1][C:2]1[CH:7]=[CH:6][C:5]([CH:8]2[CH2:17][C:16](=O)[C:11]3[C:12]([CH3:15])=[CH:13][O:14][C:10]=3[CH2:9]2)=[CH:4][CH:3]=1.[C:19]([NH:22][NH2:23])([NH2:21])=[NH:20].[ClH:24].Cl>C(O)C>[ClH:24].[F:1][C:2]1[CH:7]=[CH:6][C:5]([CH:8]2[CH2:17]/[C:16](=[N:23]\[NH:22][C:19]([NH2:21])=[NH:20])/[C:11]3[C:12]([CH3:15])=[CH:13][O:14][C:10]=3[CH2:9]2)=[CH:4][CH:3]=1 |f:1.2,5.6|.